Dataset: the Open Reaction Database (ORD), a public repository of structured organic reaction records. Task: describe an organic reaction: reactants, conditions, products, and yield Starting materials: solution, C(#N)C(C(=O)OC)C1=CC=CC=C1 (methyl 2-cyano-2-phenylacetate), N (ammonia). Run in C1=CC=CC=C1 (benzene). Conditions: time 2 hour. The product is C(#N)C(C(=O)N)C1=CC=CC=C1 (2-Cyano-2-phenylacetic acid amide). Isolated yield 75.0%. Reaction SMILES: [C:1]([CH:3]([C:8]1[CH:13]=[CH:12][CH:11]=[CH:10][CH:9]=1)[C:4](OC)=[O:5])#[N:2].[NH3:14]>C1C=CC=CC=1>[C:1]([CH:3]([C:8]1[CH:13]=[CH:12][CH:11]=[CH:10][CH:9]=1)[C:4]([NH2:14])=[O:5])#[N:2]. Reported procedure: A 10% solution of methyl 2-cyano-2-phenylacetate in benzene is saturated with ammonia under ice cooling. The reaction mixture is allowed to stand at room temperature for 2 hours, and then the product is filtered off. 2-Cyano-2-phenylacetic acid amide is obtained with a yield of 75%; m.p.: 148.5°-150° C. Reactants: CCCC(=O)c1cnc2c(OCCCSC)cccc2c1Nc1ccccc1Cl, ClCCl, [O-]Cl, [Na+], O. The product is CCCC(=O)c1cnc2c(OCCCS(C)=O)cccc2c1Nc1ccccc1Cl. RXN SMILES: [C:1]([CH2:2][CH2:3][CH3:4])(=[O:5])[c:6]1[cH:7][n:8][c:9]2[c:10]([O:24][CH2:25][CH2:26][CH2:27][S:28][CH3:29])[cH:11][cH:12][cH:13][c:14]2[c:15]1[NH:16][c:17]1[c:18]([Cl:23])[cH:19][cH:20][cH:21][cH:22]1.[CH2:34]([Cl:35])[Cl:36].[Cl:31][O-:32].[Na+:33].[OH2:30]>>[C:1]([CH2:2][CH2:3][CH3:4])(=[O:5])[c:6]1[cH:7][n:8][c:9]2[c:10]([O:24][CH2:25][CH2:26][CH2:27][S:28]([CH3:29])=[O:30])[cH:11][cH:12][cH:13][c:14]2[c:15]1[NH:16][c:17]1[c:18]([Cl:23])[cH:19][cH:20][cH:21][cH:22]1. Starting materials: O=c1c2ccc(Cl)cc2oc2c(OCc3ccccc3)cccc12, CO, CN(C)C=O, [H-], [Na+], O. Yields the product COc1ccc2c(=O)c3cccc(OCc4ccccc4)c3oc2c1. Reaction SMILES: [CH2:1]([c:2]1[cH:3][cH:4][cH:5][cH:6][cH:7]1)[O:8][c:9]1[c:10]2[o:11][c:12]3[cH:13][c:14]([Cl:24])[cH:15][cH:16][c:17]3[c:18](=[O:23])[c:19]2[cH:20][cH:21][cH:22]1.[CH3:27][OH:28].[CH3:29][N:30]([CH:31]=[O:32])[CH3:33].[H-:25].[Na+:26].[OH2:34]>>[CH2:1]([c:2]1[cH:3][cH:4][cH:5][cH:6][cH:7]1)[O:8][c:9]1[c:10]2[o:11][c:12]3[cH:13][c:14]([O:32][CH3:31])[cH:15][cH:16][c:17]3[c:18](=[O:23])[c:19]2[cH:20][cH:21][cH:22]1. Starting materials: C(C)C1SCCCS1 (2-ethyl-1,3-dithiane), C(CCC)[Li] (n-butyllithium), FC(C(=O)OCC)(F)F (ethyl trifluoroacetate). Yields the product FC(C(=O)C1(SCCCS1)CC)(F)F (2,2,2-Trifluoro-1-(2-ethyl-1,3-dithian-2-yl)ethanone). The yield is 34.9%. Reaction SMILES: [CH2:1]([CH:3]1[S:8][CH2:7][CH2:6][CH2:5][S:4]1)[CH3:2].C([Li])CCC.[F:14][C:15]([F:22])([F:21])[C:16]([O:18]CC)=O>>[F:22][C:15]([F:14])([F:21])[C:16]([C:3]1([CH2:1][CH3:2])[S:8][CH2:7][CH2:6][CH2:5][S:4]1)=[O:18]. Procedure: The same operation as in Example (36a) was performed using 2-ethyl-1,3-dithiane obtained in Example (39a) (3.51 g, 23.7 mmol), n-butyllithium (1.58 M solution in hexane, 18 mL, 28.3 mmol) and ethyl trifluoroacetate (4 mL, 33.6 mmol), to obtain 2.02 g of the title compound as a pale yellow oily substance (35%). Starting materials: CC(C)(C)c1cccc(C(C)(C)C)c1O, CN(C)C=O, CN(C)C=O, [Cl-], [Na+], [Na+], O=C=O, [OH-], O, O. Yields the product CC(C)(C)c1cc(C(=O)[O-])cc(C(C)(C)C)c1O, [Na+]. As a reaction SMILES: [C:1]([CH3:2])([CH3:3])([CH3:4])[c:5]1[c:6]([OH:15])[c:7]([C:11]([CH3:12])([CH3:13])[CH3:14])[cH:8][cH:9][cH:10]1.[CH3:23][N:24]([CH3:25])[CH:26]=[O:27].[CH3:30][N:31]([CH3:32])[CH:33]=[O:34].[Cl-:22].[Na+:17].[Na+:21].[O:18]=[C:19]=[O:20].[OH-:16].[OH2:28].[OH2:29]>>[C:1]([CH3:2])([CH3:3])([CH3:4])[c:5]1[c:6]([OH:15])[c:7]([C:11]([CH3:12])([CH3:13])[CH3:14])[cH:8][c:9]([C:19](=[O:18])[O-:20])[cH:10]1.[Na+:17]. The reactants are C(C1=CC=CC=C1)N(CC1=CC=CC=C1)[C@@H](CC1=CC=CC=C1)[C@H](CCC(C)C)O (2(S)-(N,N-Dibenzylamino)-1-phenyl-3(S)-hydroxy- 6-methylheptane), C(=O)[O-].[NH4+] (ammonium formate). Reagents/catalysts: [C].[Pd] (palladium-carbon). Solvent: CO (methanol), O (water). Reaction conditions: time 5 hour. Product: N[C@@H](CC1=CC=CC=C1)[C@H](CCC(C)C)O (2(S)-amino-1-phenyl-3(S)-hydroxy-6-methylheptane). The yield is 101.6%. Reaction SMILES: C([N:8]([C@H:16]([C@@H:24]([OH:30])[CH2:25][CH2:26][CH:27]([CH3:29])[CH3:28])[CH2:17][C:18]1[CH:23]=[CH:22][CH:21]=[CH:20][CH:19]=1)CC1C=CC=CC=1)C1C=CC=CC=1.C([O-])=O.[NH4+]>CO.O.[C].[Pd]>[NH2:8][C@H:16]([C@@H:24]([OH:30])[CH2:25][CH2:26][CH:27]([CH3:28])[CH3:29])[CH2:17][C:18]1[CH:19]=[CH:20][CH:21]=[CH:22][CH:23]=1 |f:1.2,5.6|. Reported procedure: 2(S)-(N,N-Dibenzylamino)-1-phenyl-3(S)-hydroxy- 6-methylheptane (25 g) was dissolved in methanol (250 ml), and 10% palladium-carbon (1.25 g) suspended in water (10 ml) was added thereto. Then, ammonium formate (15.70 g) was added thereto, and the mixture was stirred at ambient temperature for 5 hours, followed by concentration under reduced pressure. The residue was dissolved in methylene chloride and washed with water. The organic layer was dried over magnesium sulfate and concentrated under re...